The task is: describe an organic reaction: reactants, conditions, products, and yield. This data is from the Open Reaction Database (ORD), a public repository of structured organic reaction records. The reactants are 12, C1(=CC=CC=C1)CN1CCC(CC1)N1C(NC2=C1C=CC=C2)=NC(C)=O (N-{1,3-dihydro-1-[1-(phenylmethyl)-4-piperidinyl]-2H-benzimidazol-2-ylidene}acetamide), [H][H] (hydrogen). The reagents and catalysts are [Pd] (palladium-on-charcoal). The solvent is CO (methanol). Yields the product N1CCC(CC1)N1C(NC2=C1C=CC=C2)=NC(C)=O (N-[1,3-dihydro-1-(4-piperidinyl)-2H-benzimidazol-2-ylidene]acetamide). RXN SMILES: C1(C[N:8]2[CH2:13][CH2:12][CH:11]([N:14]3[C:18]4[CH:19]=[CH:20][CH:21]=[CH:22][C:17]=4[NH:16][C:15]3=[N:23][C:24](=[O:26])[CH3:25])[CH2:10][CH2:9]2)C=CC=CC=1.[H][H]>[Pd].CO>[NH:8]1[CH2:9][CH2:10][CH:11]([N:14]2[C:18]3[CH:19]=[CH:20][CH:21]=[CH:22][C:17]=3[NH:16][C:15]2=[N:23][C:24](=[O:26])[CH3:25])[CH2:12][CH2:13]1. Reported procedure: A mixture of 12 parts of N-{1,3-dihydro-1-[1-(phenylmethyl)-4-piperidinyl]-2H-benzimidazol-2-ylidene}acetamide and 120 parts of methanol is hydrogenated at normal pressure and at room temperature with 5 parts of palladium-on-charcoal catalyst 10%. After the calculated amount of hydrogen is taken up, the catalyst is filtered off over hyflo and the filtrate is evaporated. The residue is crystallized from a mixture of 2,2'-oxybispropane and 2-propanol. The product is filtered off and recrystallized... Starting materials: Cl, Cc1nc2ccccc2n1C1CC2CCC(C1)N2CCC1(c2cccc(F)c2)CCN(C(=O)C2(NC(=O)OC(C)(C)C)CCCC2)CC1. The product is Cc1nc2ccccc2n1C1CC2CCC(C1)N2CCC1(c2cccc(F)c2)CCN(C(=O)C2(N)CCCC2)CC1. As a reaction SMILES: [ClH:49].[F:1][c:2]1[cH:3][c:4]([C:8]2([CH2:29][CH2:30][N:31]3[CH:32]4[CH2:33][CH:34]([n:39]5[c:40]([CH3:48])[n:41][c:42]6[c:43]5[cH:44][cH:45][cH:46][cH:47]6)[CH2:35][CH:36]3[CH2:37][CH2:38]4)[CH2:9][CH2:10][N:11]([C:14](=[O:15])[C:16]3([NH:21][C:22](=[O:23])[O:24][C:25]([CH3:26])([CH3:27])[CH3:28])[CH2:17][CH2:18][CH2:19][CH2:20]3)[CH2:12][CH2:13]2)[cH:5][cH:6][cH:7]1>>[F:1][c:2]1[cH:3][c:4]([C:8]2([CH2:29][CH2:30][N:31]3[CH:32]4[CH2:33][CH:34]([n:39]5[c:40]([CH3:48])[n:41][c:42]6[c:43]5[cH:44][cH:45][cH:46][cH:47]6)[CH2:35][CH:36]3[CH2:37][CH2:38]4)[CH2:9][CH2:10][N:11]([C:14](=[O:15])[C:16]3([NH2:21])[CH2:17][CH2:18][CH2:19][CH2:20]3)[CH2:12][CH2:13]2)[cH:5][cH:6][cH:7]1.